The task is: describe an organic reaction: reactants, conditions, products, and yield. This data is from the Open Reaction Database (ORD), a public repository of structured organic reaction records. Starting materials: [H-].[Na+] (sodium hydride), SC=1NC2=C(N1)C=CC(=C2)C (2-mercapto-5-methylbenzimidazole), [N+](=O)([O-])C1=CC=C(O1)C=O (5-nitro furaldehyde). Solvent: O (water), C(C)(=O)OCC (ethyl acetate), O1CCCC1 (tetrahydrofurane), O1CCCC1 (THF). Reaction conditions: temperature 20 celsius. Yields the product CC1=CC2=C(NC(=N2)SC2=CC=C(O2)C=O)C=C1 (5-(5-Methyl-1H-benzimidazol-2-ylsulfanyl)-furan-2-carbaldehyde). As a reaction SMILES: [SH:1][C:2]1[NH:3][C:4]2[CH:10]=[C:9]([CH3:11])[CH:8]=[CH:7][C:5]=2[N:6]=1.[H-].[Na+].[N+]([C:17]1[O:21][C:20]([CH:22]=[O:23])=[CH:19][CH:18]=1)([O-])=O>O1CCCC1.O.C(OCC)(=O)C>[CH3:11][C:9]1[CH:8]=[CH:7][C:5]2[NH:6][C:2]([S:1][C:17]3[O:21][C:20]([CH:22]=[O:23])=[CH:19][CH:18]=3)=[N:3][C:4]=2[CH:10]=1 |f:1.2|. Reported procedure: 1.16 g of 2-mercapto-5-methylbenzimidazole in 14 mL of tetrahydrofurane (THF) are dropped into a 100 mL three-neck flask, and then 309 mg of sodium hydride is added. The mixture is stirred at reflux temperature for 30 minutes followed by addition of 1 g of 5-nitro furaldehyde in 7 mL of THF. The reaction medium is allowed to cool down to room temperature (ca. 20° C.) and then poured in a mixture of 200 mL of water and 100 mL of ethyl acetate (EtOAc). The organic layer is isolated and the aqueous...